From a dataset of the Open Reaction Database (ORD), a public repository of structured organic reaction records. describe an organic reaction: reactants, conditions, products, and yield Reactants: CC=1OC2=C(C=CC=C2C(C1)=O)C=O (2-methyl-4-oxo-4H-chromene-8-carbaldehyde), O=C(CC(=O)OC)C (methyl 3-oxobutanoate), C(C)(=O)O (acetic acid), N1CCCCC1 (piperidine). The solvent is ClCCl (dichloromethane), ClCCl (dichloromethane). Product: CC=1OC2=C(C=CC=C2C(C1)=O)C=C(C(=O)OC)C(C)=O (Methyl 2-[(2-methyl-4-oxo-4H-chromen-8-yl)methylene]-3-oxobutanoate). As a reaction SMILES: [CH3:1][C:2]1[O:3][C:4]2[C:9]([C:10](=[O:12])[CH:11]=1)=[CH:8][CH:7]=[CH:6][C:5]=2[CH:13]=O.[O:15]=[C:16]([CH3:22])[CH2:17][C:18]([O:20][CH3:21])=[O:19].C(O)(=O)C.N1CCCCC1>ClCCl>[CH3:1][C:2]1[O:3][C:4]2[C:9]([C:10](=[O:12])[CH:11]=1)=[CH:8][CH:7]=[CH:6][C:5]=2[CH:13]=[C:17]([C:16](=[O:15])[CH3:22])[C:18]([O:20][CH3:21])=[O:19]. Procedure details: 1 g (5.31 mmol) of 2-methyl-4-oxo-4H-chromene-8-carbaldehyde, 680 mg (5.84 mmol) of methyl 3-oxobutanoate, 456 μl (7.97 mmol) of acetic acid and 105 μl (1.06 mmol) of piperidine in 50 ml of anhydrous dichloromethane are stirred under reflux with a water trap for 24 h. After cooling, the reaction solution is diluted with dichloromethane (100 ml) and washed successively with saturated sodium bicarbonate solution and saturated sodium chloride solution. The organic phase is dried over magnesium sulf... Starting materials: O1COC2=C1C=CC(=C2)C=2C1=C(C=C3C=CC4=C(OCO4)C23)C(OC1)=O (10-Benzo[1,3]dioxol-5-yl-9H-furo[3′,4′:6,7]naphtho[1,2-d][1,3]dioxol-7-one), ClN1C(CCC1=O)=O (N-chlorosuccinimide), OS(=O)(=O)O (H2SO4). Run in C1CCOC1 (THF), C(Cl)(Cl)Cl (CHCl3). The product is O1COC2=C1C=CC(=C2)C=2C1=C(C=C3C(=CC4=C(OCO4)C23)Cl)C(OC1)=O (10-Benzo[1,3]dioxol-5-yl-5-chloro-9H-furo[3′,4′:6,7]naphtho[1,2-d][1,3]dioxol-7-one). Isolated yield 48.8%. As a reaction SMILES: [O:1]1[C:5]2[CH:6]=[CH:7][C:8]([C:10]3[C:11]4[CH2:25][O:24][C:23](=[O:26])[C:12]=4[CH:13]=[C:14]4[C:22]=3[C:18]3[O:19][CH2:20][O:21][C:17]=3[CH:16]=[CH:15]4)=[CH:9][C:4]=2[O:3][CH2:2]1.[Cl:27]N1C(=O)CCC1=O.OS(O)(=O)=O>C1COCC1.C(Cl)(Cl)Cl>[O:1]1[C:5]2[CH:6]=[CH:7][C:8]([C:10]3[C:11]4[CH2:25][O:24][C:23](=[O:26])[C:12]=4[CH:13]=[C:14]4[C:22]=3[C:18]3[O:19][CH2:20][O:21][C:17]=3[CH:16]=[C:15]4[Cl:27])=[CH:9][C:4]=2[O:3][CH2:2]1. Reported procedure: A stirred solution of 2 (104 mg, 0.3 mmol), N-chlorosuccinimide (80 mg, 0.6 mmol) and concentrated H2SO4 (10 μL) in THF (5 mL) was heated to reflux for 24 h, and then diluted with CHCl3 (50 mL). The reaction mixture was washed with 10% aqueous Na2S2O3 solution (50 mL) and water (2×50 mL), dried over MgSO4, and concentrated in vacuo. The product was purified by column chromatography on silica gel eluting with CHCl3 to afford 37 (56 mg, 49%) as a brown solid. mp 267° C. (decomp.); 1H NMR (CDCl3) δ... The reactants are O(C1=CC=CC=C1)C(=O)N[C@@H](C(C)C)C(=O)O (N-phenoxycarbonyl-L-Valine), CNCC=1N=C(SC1)C(C)C (N-methyl-N-((2-isopropyl-4-thiazolyl)methyl)amine), LiOH monohydrate. Run in C1CCOC1 (THF), C1CCOC1 (THF), C1CCOC1 (THF), C1CCOC1 (THF), C1(=CC=CC=C1)C (toluene). Run at temperature 20 celsius, time 6 hour. Yields the product CN(CC=1N=C(SC1)C(C)C)C(=O)N[C@@H](C(C)C)C(=O)O (N-((N-Methyl-N-((2-isopropyl-4-thiazolyl)methyl)amino)carbonyl)-L-Valine). As a reaction SMILES: [CH3:1][NH:2][CH2:3][C:4]1[N:5]=[C:6]([CH:9]([CH3:11])[CH3:10])[S:7][CH:8]=1.[O:12]([C:19]([NH:21][C@H:22]([C:26]([OH:28])=[O:27])[CH:23]([CH3:25])[CH3:24])=O)C1C=CC=CC=1>C1COCC1.C1(C)C=CC=CC=1>[CH3:1][N:2]([C:19]([NH:21][C@H:22]([C:26]([OH:28])=[O:27])[CH:23]([CH3:25])[CH3:24])=[O:12])[CH2:3][C:4]1[N:5]=[C:6]([CH:9]([CH3:11])[CH3:10])[S:7][CH:8]=1. Reported procedure: To a suspension of LiOH monohydrate (1.06 g, 25.2 mmol) in THF (20 mL) at 0° C. to 5° C. was added 3.78 g (22.2 mmol) of N-methyl-N-((2-isopropyl-4-thiazolyl)methyl)amine, followed by a 5 mL THF rinse. To this solution was added a solution of N-phenoxycarbonyl-L-Valine (5.0 g, 21.1 mmol) in 20 mL of THF. Following a 5 mL THF rinse, 0.5 mL of water was added, and the reaction mixture was allowed to warm to 20° C. with stirring. After 6 hours, the reaction was cooled to 10° C. and quenched with wa... The reactants are C1=CC=CC=2SC3=C(C21)C=CC=C3 (dibenzothiophene), BrBr (bromine). Solvent: C(Cl)(Cl)Cl (chloroform), C(Cl)(Cl)Cl (chloroform). The product is BrC1=CC2=C(SC3=C2C=CC=C3)C=C1 (2-Bromodibenzothiophene). RXN SMILES: [CH:1]1[C:9]2[C:8]3[CH:10]=[CH:11][CH:12]=[CH:13][C:7]=3[S:6][C:5]=2[CH:4]=[CH:3][CH:2]=1.[Br:14]Br>C(Cl)(Cl)Cl>[Br:14][C:2]1[CH:3]=[CH:4][C:5]2[S:6][C:7]3[CH:13]=[CH:12][CH:11]=[CH:10][C:8]=3[C:9]=2[CH:1]=1. Reported procedure: To a stirred, cold solution (0° C.) of 275 g. of dibenzothiophene in 1 liter of chloroform is added over 30 minutes 253 g. of bromine in 500 ml. of chloroform. After sixteen hours of stirring the mixture is heated to its reflux temperature and maintained at reflux for about 30 minutes. The mixture is then evaporated, and 900 ml. of ethanol are added to the residue. The white solid collected by filtration is 2-bromodibenzothiophene, m.p. 112°-116° C. Reaction SMILES: C1(P(C2C=CC=CC=2)C2C=CC=CC=2)C=CC=CC=1.[CH2:20]([OH:26])/[CH:21]=[CH:22]/[CH2:23][CH2:24][CH3:25].O[C:28]1[CH:33]=[CH:32][C:31]([C:34]2[S:35][C:36]([CH2:39][CH2:40][CH2:41][CH2:42][CH3:43])=[CH:37][CH:38]=2)=[CH:30][CH:29]=1.CCOC(/N=N/C(OCC)=O)=O>O1CCCC1>[CH2:20]([O:26][C:28]1[CH:29]=[CH:30][C:31]([C:34]2[S:35][C:36]([CH2:39][CH2:40][CH2:41][CH2:42][CH3:43])=[CH:37][CH:38]=2)=[CH:32][CH:33]=1)/[CH:21]=[CH:22]/[CH2:23][CH2:24][CH3:25]. Solvent: O1CCCC1 (tetrahydrofuran). Product: C(\C=C\CCC)OC1=CC=C(C=C1)C=1SC(=CC1)CCCCC (2-(4-[(E)-hex-2-enyloxy]phenyl)-5-pentylthiophene). Procedure details: Triphenylphosphine (0.53 g) was added in small portions to a solution of (E)-hex-2-en-1-ol (0.20 g), 2-(4-hydroxyphenyl)-5-pentylthiophene (0.50 g), diethylazodicarboxylate (0.35 g) in dry tetrahydrofuran (15 cm3) at 0° C. under an atmosphere of nitrogen. The reaction mixture was stirred at room temperature overnight. The solvent was removed under reduced pressure and the crude product was purified by column chromatography on silica gel using a 4:1 petroleum (40-60° C.) ether/ethyl acetate mixtu... Starting materials: C1(=CC=CC=C1)P(C1=CC=CC=C1)C1=CC=CC=C1 (Triphenylphosphine), C(\C=C\CCC)O ((E)-hex-2-en-1-ol), OC1=CC=C(C=C1)C=1SC(=CC1)CCCCC (2-(4-hydroxyphenyl)-5-pentylthiophene), CCOC(=O)/N=N/C(=O)OCC (diethylazodicarboxylate). Run at time 8 hour. Yield: 15.2%. The reactants are NC1=CC(=C(C(=O)NCC2CCN(CC2)CCCCCN)C=C1Cl)OC (4-Amino-N-(1-(5-aminopentyl)piperidin-4-ylmethyl)-5-chloro-2-methoxybenzamide), N1=CC=C(C=C1)C=O (4-pyridinecarboxaldehyde). The product is NC1=CC(=C(C(=O)NCC2CCN(CC2)CCCCCNCC2=CC=NC=C2)C=C1Cl)OC (4-amino-5-chloro-2-methoxy-N-((1-(5-(4-pyridylmethylamino)pentyl)piperidin-4-yl)methyl)benzamide). The yield is 30.7%. As a reaction SMILES: [NH2:1][C:2]1[C:23]([Cl:24])=[CH:22][C:5]([C:6]([NH:8][CH2:9][CH:10]2[CH2:15][CH2:14][N:13]([CH2:16][CH2:17][CH2:18][CH2:19][CH2:20][NH2:21])[CH2:12][CH2:11]2)=[O:7])=[C:4]([O:25][CH3:26])[CH:3]=1.[N:27]1[CH:32]=[CH:31][C:30]([CH:33]=O)=[CH:29][CH:28]=1>>[NH2:1][C:2]1[C:23]([Cl:24])=[CH:22][C:5]([C:6]([NH:8][CH2:9][CH:10]2[CH2:11][CH2:12][N:13]([CH2:16][CH2:17][CH2:18][CH2:19][CH2:20][NH:21][CH2:33][C:30]3[CH:31]=[CH:32][N:27]=[CH:28][CH:29]=3)[CH2:14][CH2:15]2)=[O:7])=[C:4]([O:25][CH3:26])[CH:3]=1. Reported procedure: 4-Amino-N-(1-(5-aminopentyl)piperidin-4-ylmethyl)-5-chloro-2-methoxybenzamide (3 g) as starting compound and 4-pyridinecarboxaldehyde (0.84 g) were reacted and treated in the same manner as in Example 121 to give 1.14 g of 4-amino-5-chloro-2-methoxy-N-((1-(5-(4-pyridylmethylamino)pentyl)piperidin-4-yl)methyl)benzamide.